Dataset: the Open Reaction Database (ORD), a public repository of structured organic reaction records. Task: describe an organic reaction: reactants, conditions, products, and yield The reactants are [O-]S(=O)(=S)[O-].[Na+].[Na+] (Na2S2O3), [B-](F)(F)(F)F.C1=CC=NC=C1.C1=CC=NC=C1.[IH2+] (bis(pyridine)iodonium tetrafluoroborate), CN1CCN(CC1)C1=C(C=CC=C1)C (1-methyl-4-o-tolylpiperazine), FC(S(=O)(=O)O)(F)F (trifluoromethanesulfonic acid). Solvent: C(Cl)Cl (DCM), C(Cl)Cl (DCM). The product is IC1=CC(=C(C=C1)N1CCN(CC1)C)C (1-(4-iodo-2-methylphenyl)-4-methylpiperazine). Yield: 24.1%. RXN SMILES: [B-](F)(F)(F)F.C1C=CN=CC=1.C1C=CN=CC=1.[IH2+:18].[CH3:19][N:20]1[CH2:25][CH2:24][N:23]([C:26]2[CH:31]=[CH:30][CH:29]=[CH:28][C:27]=2[CH3:32])[CH2:22][CH2:21]1.FC(F)(F)S(O)(=O)=O.[O-]S([O-])(=S)=O.[Na+].[Na+]>C(Cl)Cl>[I:18][C:29]1[CH:30]=[CH:31][C:26]([N:23]2[CH2:24][CH2:25][N:20]([CH3:19])[CH2:21][CH2:22]2)=[C:27]([CH3:32])[CH:28]=1 |f:0.1.2.3,6.7.8|. Reported procedure: To a mixture of bis(pyridine)iodonium tetrafluoroborate (2.15 g, 5.78 mmol) and DCM (50 mL) at rt was added 1-methyl-4-o-tolylpiperazine (1.00 g, 5.26 mmol). A solution of trifluoromethanesulfonic acid (1 mL, 11 mmol) in DCM (25 mL) was added over about 3 min at rt. The mixture was then treated with saturated aqueous Na2S2O3 (30 mL), extracted with DCM (2×50 mL), washed with brine, dried over Na2SO4, filtered and concentrated in vacuo. The residue was purified by silica gel column chromatography... Reactants: C1CCOC1, CCOC(=O)CCCN(C(=O)OC(C)C)c1cccc(C)c1C(=O)OC, CC(C)(C)[O-], [Cl-], [K+], [Li+]. Product: Cc1cccc2c1C(=O)CCCN2C(=O)OC(C)C. Reaction SMILES: [CH2:35]1[O:36][CH2:37][CH2:38][CH2:39]1.[CH3:1][O:2][C:3]([c:4]1[c:5]([N:11]([C:12](=[O:13])[O:14][CH:15]([CH3:16])[CH3:17])[CH2:18][CH2:19][CH2:20][C:21]([O:23][CH2:24][CH3:25])=[O:26])[cH:6][cH:7][cH:8][c:9]1[CH3:10])=[O:22].[CH3:27][C:28]([CH3:29])([O-:30])[CH3:31].[Cl-:34].[K+:32].[Li+:33]>>[c:4]12[c:5]([cH:6][cH:7][cH:8][c:9]1[CH3:10])[N:11]([C:12](=[O:13])[O:14][CH:15]([CH3:16])[CH3:17])[CH2:18][CH2:19][CH2:20][C:21]2=[O:23]. Reactants: C(C)(C)(C)OC(=O)N1CCN(CC1)C1=NC(=C2N=C(NC2=N1)C=1C(NC=CC1NC[C@@H](O)C1=CC(=CC=C1)Cl)=O)C (4-(8-{4-[2-(3–Chloro-phenyl)-2(S)-hydroxy-ethylamino]-2-oxo-1,2-dihydro-pyridin-3-yl}-6-methyl-9H-purin-2-yl)-piperazine-1-carboxylic acid tert-butyl ester). The solvent is C(Cl)Cl (CH2Cl2). Run at temperature 23 celsius, time 16 hour. Product: ClC=1C=C(C=CC1)[C@@H](CNC1=C(C(NC=C1)=O)C=1NC2=NC(=NC(=C2N1)C)N1CCNCC1)O (4-[2-(3–Chloro-phenyl)-2(S)-hydroxy-ethylamino]-3-(6-methyl-2-piperazin-1-yl-9H-purin-8-yl)-1H-pyridin-2-one). Reaction SMILES: C(OC([N:8]1[CH2:13][CH2:12][N:11]([C:14]2[N:22]=[C:21]3[C:17]([N:18]=[C:19]([C:23]4[C:24](=[O:40])[NH:25][CH:26]=[CH:27][C:28]=4[NH:29][CH2:30][C@H:31]([C:33]4[CH:38]=[CH:37][CH:36]=[C:35]([Cl:39])[CH:34]=4)[OH:32])[NH:20]3)=[C:16]([CH3:41])[N:15]=2)[CH2:10][CH2:9]1)=O)(C)(C)C>C(Cl)Cl>[Cl:39][C:35]1[CH:34]=[C:33]([C@H:31]([OH:32])[CH2:30][NH:29][C:28]2[CH:27]=[CH:26][NH:25][C:24](=[O:40])[C:23]=2[C:19]2[NH:20][C:21]3[C:17]([N:18]=2)=[C:16]([CH3:41])[N:15]=[C:14]([N:11]2[CH2:12][CH2:13][NH:8][CH2:9][CH2:10]2)[N:22]=3)[CH:38]=[CH:37][CH:36]=1. Procedure details: To a solution of 4-(8-{4-[2-(3–Chloro-phenyl)-2(S)-hydroxy-ethylamino]-2-oxo-1,2-dihydro-pyridin-3-yl}-6-methyl-9H-purin-2-yl)-piperazine-1-carboxylic acid tert-butyl ester (72 mg, 0.124 mmol) in CH2Cl2 (30 mL) was added benzenesulfonyl fonctionalized silica gel, 0.79 meq/g (7.2 g). The heterogeneous mixture was stirred at 23° C. for 16 hours. The solvent was removed by filtration and the silica gel was washed with a mixture of ammonia 2N in MeOH:CH2Cl2 (1:1, 20 mL). The ammoniac solution was ev... Starting materials: [BH4-], CCN1CCN(c2nc(-c3ccc4c(c3)CCC4=O)cc3ccccc23)CC1, CO, [Na+]. The product is CCN1CCN(c2nc(-c3ccc4c(c3)CCC4O)cc3ccccc23)CC1. RXN SMILES: [BH4-:29].[CH2:1]([CH3:2])[N:3]1[CH2:4][CH2:5][N:6]([c:9]2[n:10][c:11](-[c:19]3[cH:20][c:21]4[c:25]([cH:26][cH:27]3)[C:24](=[O:28])[CH2:23][CH2:22]4)[cH:12][c:13]3[cH:14][cH:15][cH:16][cH:17][c:18]23)[CH2:7][CH2:8]1.[CH3:31][OH:32].[Na+:30]>>[CH2:1]([CH3:2])[N:3]1[CH2:4][CH2:5][N:6]([c:9]2[n:10][c:11](-[c:19]3[cH:20][c:21]4[c:25]([cH:26][cH:27]3)[CH:24]([OH:28])[CH2:23][CH2:22]4)[cH:12][c:13]3[cH:14][cH:15][cH:16][cH:17][c:18]23)[CH2:7][CH2:8]1.